From a dataset of the Open Reaction Database (ORD), a public repository of structured organic reaction records. describe an organic reaction: reactants, conditions, products, and yield Reactants: CCO, Cc1c(CC(N)=O)c2c(OCC(=O)NN)cccc2n1Cc1ccccc1. Product: Cc1c(CC(N)=O)c2c(OCC(N)=O)cccc2n1Cc1ccccc1. RXN SMILES: [CH3:28][CH2:29][OH:30].[NH:1]([NH2:2])[C:3]([CH2:4][O:5][c:6]1[c:7]2[c:8]([CH2:23][C:24](=[O:25])[NH2:26])[c:9]([CH3:22])[n:10]([CH2:15][c:16]3[cH:17][cH:18][cH:19][cH:20][cH:21]3)[c:11]2[cH:12][cH:13][cH:14]1)=[O:27]>>[NH2:1][C:3]([CH2:4][O:5][c:6]1[c:7]2[c:8]([CH2:23][C:24](=[O:25])[NH2:26])[c:9]([CH3:22])[n:10]([CH2:15][c:16]3[cH:17][cH:18][cH:19][cH:20][cH:21]3)[c:11]2[cH:12][cH:13][cH:14]1)=[O:27]. Product: C(C)N(C1=C(C(=O)O)C=C(C=C1F)S(=O)(=O)N1C[C@H](C[C@H](C1)C)C)CC (2-diethylamino-3-fluoro-5-(cis-3,5-dimethylpiperidinosulfonyl)benzoic acid). RXN SMILES: [N:1]1([C:7]2[C:15]([F:16])=[CH:14][C:13]([S:17]([N:20]3[CH2:25][C@H:24]([CH3:26])[CH2:23][C@H:22]([CH3:27])[CH2:21]3)(=[O:19])=[O:18])=[CH:12][C:8]=2[C:9]([OH:11])=[O:10])[CH2:6][CH2:5]C[CH2:3][CH2:2]1.N1(C2C(F)=CC(S(N3CCOCC3)(=O)=O)=CC=2C(O)=O)CCCCC1.C(N(CCCC)C1C(Cl)=CC(S(N2C[C@H](C)C[C@H](C)C2)(=O)=O)=CC=1C(O)=O)CCC.N1(C2C(Cl)=CC(S(N(CC)CC)(=O)=O)=CC=2C(O)=O)CCCCC1.N1(C2C(C)=CC(S(NC3C=CC=CC=3)(=O)=O)=CC=2C(O)=O)CCCCC1.C(N(C1C(C(F)(F)F)=CC(S(N2C[C@H](C)C[C@H](C)C2)(=O)=O)=CC=1C(O)=O)CCC)C.C(N(CC)C1C=C(F)C(S(NCCCC2C=CC(Br)=CC=2)(=O)=O)=CC=1C(O)=O)C.N1(C2C=C(Cl)C(S(NC3C=CC=C(Cl)C=3)(=O)=O)=CC=2C(O)=O)CCCCC1.C(N(C(C)C)C1C=C(C)C(S(N2CCCCC2)(=O)=O)=CC=1C(O)=O)(C)C.N1(C2C=CC(S(NC3C=CC(Cl)=C(Cl)C=3)(=O)=O)=C(F)C=2C(O)=O)CCCCC1.C(N(CC)C1C=CC(S(N2CCOCC2)(=O)=O)=C(F)C=1C(O)=O)C.N1(C2C=CC(S(N3CCC(C)(C)CC3)(=O)=O)=C(F)C=2C(O)=O)CCCCC1.C(N(CCC)C1C=CC(S(N(CCCC)C2C=CC(Cl)=C(Cl)C=2)(=O)=O)=C(F)C=1C(O)=O)CC.N1(C2C=CC(S(N(CCCC)C3C=CC(Cl)=C(Cl)C=3)(=O)=O)=C(F)C=2C(O)=O)CCCCC1>>[CH2:6]([N:1]([CH2:2][CH3:3])[C:7]1[C:15]([F:16])=[CH:14][C:13]([S:17]([N:20]2[CH2:25][C@H:24]([CH3:26])[CH2:23][C@H:22]([CH3:27])[CH2:21]2)(=[O:18])=[O:19])=[CH:12][C:8]=1[C:9]([OH:11])=[O:10])[CH3:5]. Starting materials: N1(CCCCC1)C1=C(C(=O)O)C=C(C=C1F)S(=O)(=O)N1C[C@H](C[C@H](C1)C)C (2-piperidino-3-fluoro-5-(cis-3,5-dimethylpiperidinosulfonyl)benzoic acid), N1(CCCCC1)C1=C(C(=O)O)C=C(C(=C1)Cl)S(=O)(=O)NC1=CC(=CC=C1)Cl (2-piperidino-4-chloro-5-(3-chlorophenylaminosulfonyl)benzoic acid), 2-hexamethyleneimino-3-methyl-5-(N-methyl-N-phenylaminosulfonyl)benzoic acid, N1(CCCCC1)C1=C(C(=O)O)C=C(C=C1Cl)S(=O)(=O)N(CC)CC (2-piperidino-3-chloro-5-diethylaminosulfonylbenzoic acid), C(C)N(C1=C(C(=O)O)C(=C(C=C1)S(=O)(=O)N1CCOCC1)F)CC (2-diethylamino-6-fluoro-5-morpholinosulfonylbenzoic acid), 2-di-n-butylamino-4-methoxy-5-hexamethyleneiminosulfonylbenzoic acid, C(C)N(CCC)C1=C(C(=O)O)C=C(C=C1C(F)(F)F)S(=O)(=O)N1C[C@H](C[C@H](C1)C)C (2-(N-ethyl-N-n-propylamino)-3-trifluoromethyl-5-(cis-3,5-dimethylpiperidinosulfonyl)benzoic acid), N1(CCCCC1)C1=C(C(=O)O)C(=C(C=C1)S(=O)(=O)NC1=CC(=C(C=C1)Cl)Cl)F (2-piperidino-6-fluoro-5-(3,4-dichlorophenylaminosulfonyl)benzoic acid), C(C)N(C1=C(C(=O)O)C=C(C(=C1)F)S(=O)(=O)NCCCC1=CC=C(C=C1)Br)CC (2-diethylamino-4-fluoro-5-(3-p-bromophenylpropylaminosulfonyl)benzoic acid), 2-hexamethyleneimino-3-chloro-5-piperidinosulfonylbenzoic acid, N1(CCCCC1)C1=C(C(=O)O)C=C(C=C1F)S(=O)(=O)N1CCOCC1 (2-piperidino-3-fluoro-5-morpholinosulfonylbenzoic acid), 2-diethylamino-3-fluoro-5-(N-methyl-N-[2-p-chlorophenethyl]aminosulfonyl)benzoic acid, 2-piperidino-3-fluoro-5-(N-ethyl-N-[2-p-chlorophenethyl]aminosulfonyl)benzoic acid, C(CC)N(C1=C(C(=O)O)C(=C(C=C1)S(=O)(=O)N(C1=CC(=C(C=C1)Cl)Cl)CCCC)F)CCC (2-di-n-propylamino-6-fluoro-5-(N-n-butyl-N-[3,4-dichlorophenyl]aminosulfonyl)benzoic acid), C(CCC)N(C1=C(C(=O)O)C=C(C=C1Cl)S(=O)(=O)N1C[C@H](C[C@H](C1)C)C)CCCC (2-di-n-butylamino-3-chloro-5-(cis-3,5-dimethylpiperidinosulfonyl)benzoic acid), C(C)(C)N(C1=C(C(=O)O)C=C(C(=C1)C)S(=O)(=O)N1CCCCC1)C(C)C (2-di-i-propylamino-4-methyl-5-piperidinosulfonylbenzoic acid), N1(CCCCC1)C1=C(C(=O)O)C(=C(C=C1)S(=O)(=O)N(C1=CC(=C(C=C1)Cl)Cl)CCCC)F (2-piperidino-6-fluoro-5-(N-n-butyl-N-[3,4-dichlorophenyl]aminosulfonyl)benzoic acid), 2-hexamethyleneimino-4-chloro-5-hexamethyleneiminosulfonylbenzoic acid, N1(CCCCC1)C1=C(C(=O)O)C(=C(C=C1)S(=O)(=O)N1CCC(CC1)(C)C)F (2-piperidino-6-fluoro-5-(4,4-dimethylpiperidinosulfonyl)benzoic acid), 2-hexamethyleneimino-3-fluoro-5-morpholinosulfonylbenzoic acid, N1(CCCCC1)C1=C(C(=O)O)C=C(C=C1C)S(=O)(=O)NC1=CC=CC=C1 (2-piperidino-3-methyl-5-phenylaminosulfonylbenzoic acid). Reported procedure: 2-piperidino-3-fluoro-5-(cis-3,5-dimethylpiperidinosulfonyl)benzoic acid; 2-piperidino-3-fluoro-5-morpholinosulfonylbenzoic acid; 2-hexamethyleneimino-3-fluoro-5-morpholinosulfonylbenzoic acid; 2-di-n-butylamino-3-chloro-5-(cis-3,5-dimethylpiperidinosulfonyl)benzoic acid; 2-piperidino-3-chloro-5-diethylaminosulfonylbenzoic acid; 2-piperidino-3-methyl-5-phenylaminosulfonylbenzoic acid; 2-hexamethyleneimino-3-chloro-5-piperidinosulfonylbenzoic acid; 2-(N-ethyl-N-n-propylamino)-3-trifluoromethyl-5-... Reactants: C(C)(C)(C)OC(=O)N1CC2(C1)CNC2 (2,6-diaza-spiro[3.3]heptane-2-carboxylic acid tert-butyl ester), ClC1=NC(=CN=C1)Cl (2,6-dichloropyrazine), CCN(C(C)C)C(C)C (Hunig's base). The product is C(C)(C)(C)OC(=O)N1CC2(C1)CN(C2)C2=NC(=CN=C2)Cl (6-(6-Chloro-pyrazin-2-yl)-2,6-diaza-spiro[3.3]heptane-2-carboxylic acid tert-butyl ester). Reaction SMILES: [C:1]([O:5][C:6]([N:8]1[CH2:11][C:10]2([CH2:14][NH:13][CH2:12]2)[CH2:9]1)=[O:7])([CH3:4])([CH3:3])[CH3:2].[Cl:15][C:16]1[CH:21]=[N:20][CH:19]=[C:18](Cl)[N:17]=1.CCN(C(C)C)C(C)C>>[C:1]([O:5][C:6]([N:8]1[CH2:11][C:10]2([CH2:12][N:13]([C:18]3[CH:19]=[N:20][CH:21]=[C:16]([Cl:15])[N:17]=3)[CH2:14]2)[CH2:9]1)=[O:7])([CH3:4])([CH3:2])[CH3:3]. Reported procedure: In analogy to the procedure described for the preparation of intermediate A-20, 2,6-diaza-spiro[3.3]heptane-2-carboxylic acid tert-butyl ester was reacted with 2,6-dichloropyrazine in presence of Hunig's base to give the title compound as a white solid. Starting materials: NC=C(C(=O)OC)C(C1=C(C=C(C(=C1)F)F)Cl)=O (Methyl 3-amino-2-(2-chloro-4,5-difluorobenzoyl)acrylate), C1(CC1)N (cyclopropylamine). Solvent: C(C)#N (acetonitrile). Product: C1(CC1)NC=C(C(=O)OC)C(C1=C(C=C(C(=C1)F)F)Cl)=O (Methyl 3-cyclopropylamino-2-(2-chloro-4,5-difluorobenzoyl)acrylate). As a reaction SMILES: [NH2:1][CH:2]=[C:3]([C:8](=[O:18])[C:9]1[CH:14]=[C:13]([F:15])[C:12]([F:16])=[CH:11][C:10]=1[Cl:17])[C:4]([O:6][CH3:7])=[O:5].[CH:19]1(N)[CH2:21][CH2:20]1>C(#N)C>[CH:19]1([NH:1][CH:2]=[C:3]([C:8](=[O:18])[C:9]2[CH:14]=[C:13]([F:15])[C:12]([F:16])=[CH:11][C:10]=2[Cl:17])[C:4]([O:6][CH3:7])=[O:5])[CH2:21][CH2:20]1. Reported procedure: 2 g of the product from Example 5 and 0.62 g of cyclopropylamine were stirred in 30 ml of dry acetonitrile at room temperature for 30 minutes. The volatile constituents were then stripped off on a rotary evaporator and the evaporation residue was recrystallized from ether. Starting materials: Cc1ccccc1, CCOC(=O)N=NC(=O)OCC, C1CCOC1, CCOC(=O)CCc1cn(Cc2ccc(O)cc2)cc1-c1ccccc1, c1ccc(P(c2ccccc2)c2ccccc2)cc1, OCc1cccs1. Yields the product CCOC(=O)CCc1cn(Cc2ccc(OCc3cccs3)cc2)cc1-c1ccccc1. RXN SMILES: [CH3:70][c:71]1[cH:72][cH:73][cH:74][cH:75][cH:76]1.[O:1]=[C:2]([O:3][CH2:4][CH3:5])[N:6]=[N:7][C:8]([O:9][CH2:10][CH3:11])=[O:12].[O:65]1[CH2:66][CH2:67][CH2:68][CH2:69]1.[OH:13][c:14]1[cH:15][cH:16][c:17]([CH2:18][n:19]2[cH:20][c:21]([CH2:30][CH2:31][C:32](=[O:33])[O:34][CH2:35][CH3:36])[c:22](-[c:24]3[cH:25][cH:26][cH:27][cH:28][cH:29]3)[cH:23]2)[cH:37][cH:38]1.[c:46]1([P:47]([c:48]2[cH:49][cH:50][cH:51][cH:52][cH:53]2)[c:54]2[cH:55][cH:56][cH:57][cH:58][cH:59]2)[cH:60][cH:61][cH:62][cH:63][cH:64]1.[s:39]1[c:40]([CH2:44][OH:45])[cH:41][cH:42][cH:43]1>>[O:13]([c:14]1[cH:15][cH:16][c:17]([CH2:18][n:19]2[cH:20][c:21]([CH2:30][CH2:31][C:32](=[O:33])[O:34][CH2:35][CH3:36])[c:22](-[c:24]3[cH:25][cH:26][cH:27][cH:28][cH:29]3)[cH:23]2)[cH:37][cH:38]1)[CH2:44][c:40]1[s:39][cH:43][cH:42][cH:41]1. The reactants are CCO, N#Cc1ccccc1-c1cc(F)cc([N+](=O)[O-])c1, C1CCOC1, O, O, Cl[Sn]Cl. Product: N#Cc1ccccc1-c1cc(N)cc(F)c1. As a reaction SMILES: [CH3:24][CH2:25][OH:26].[F:1][c:2]1[cH:3][c:4](-[c:11]2[c:12]([C:17]#[N:18])[cH:13][cH:14][cH:15][cH:16]2)[cH:5][c:6]([N+:8]([O-:9])=[O:10])[cH:7]1.[O:27]1[CH2:28][CH2:29][CH2:30][CH2:31]1.[OH2:19].[OH2:20].[Sn:21]([Cl:22])[Cl:23]>>[F:1][c:2]1[cH:3][c:4](-[c:11]2[c:12]([C:17]#[N:18])[cH:13][cH:14][cH:15][cH:16]2)[cH:5][c:6]([NH2:8])[cH:7]1.